This data is from the Open Reaction Database (ORD), a public repository of structured organic reaction records. The task is: describe an organic reaction: reactants, conditions, products, and yield Starting materials: C(C)(C)(C)OC(NCCCCC1=CC=C(C=C1)O)=O ([4-(4-hydroxyphenyl)butyl]carbamic acid tert-butyl ester), C(=O)([O-])[O-].[Cs+].[Cs+] (Cs2CO3), ICC#N (Iodoacetonitrile). Solvent: CN(C)C=O (DMF). Run at temperature 65 celsius, time 8 hour. Yields the product C(C)(C)(C)OC(NCCCCC1=CC=C(C=C1)OCC#N)=O ([4-(4-Cyanomethoxyphenyl)butyl]carbamic acid tert-butyl ester). Yield: 26.1%. As a reaction SMILES: [C:1]([O:5][C:6](=[O:19])[NH:7][CH2:8][CH2:9][CH2:10][CH2:11][C:12]1[CH:17]=[CH:16][C:15]([OH:18])=[CH:14][CH:13]=1)([CH3:4])([CH3:3])[CH3:2].C([O-])([O-])=O.[Cs+].[Cs+].I[CH2:27][C:28]#[N:29]>CN(C=O)C>[C:1]([O:5][C:6](=[O:19])[NH:7][CH2:8][CH2:9][CH2:10][CH2:11][C:12]1[CH:13]=[CH:14][C:15]([O:18][CH2:27][C:28]#[N:29])=[CH:16][CH:17]=1)([CH3:4])([CH3:2])[CH3:3] |f:1.2.3|. Procedure details: A mixture of [4-(4-hydroxyphenyl)butyl]carbamic acid tert-butyl ester 31 (0.365 g, 1.37 mmol) and Cs2CO3 (0.672 g, 2.06 mmol) in anhydrous DMF (8 mL) was heated at 65° C. for 30 min. Iodoacetonitrile (0.276 g, 1.651 mmol) was then added to the mixture in one portion. The mixture was stirred at 65° C. overnight, and then cooled to room temperature. The precipitated solid was filtered, and the filtrate was partitioned between water and dichloromethane (each 50 mL). The organic layer was separated,... Starting materials: [Br-], C1CCOC1, [Li]CCCC, C[P+](c1ccccc1)(c1ccccc1)c1ccccc1, [Cl-], O=C(c1ccc(N2CCN(S(=O)(=O)c3cccs3)CC2)cc1)C(F)(F)F, [NH4+]. Product: C=C(c1ccc(N2CCN(S(=O)(=O)c3cccs3)CC2)cc1)C(F)(F)F. As a reaction SMILES: [Br-:34].[CH2:55]1[O:56][CH2:57][CH2:58][CH2:59]1.[CH3:1][CH2:2][CH2:3][CH2:4][Li:5].[CH3:35][P+:36]([c:37]1[cH:38][cH:39][cH:40][cH:41][cH:42]1)([c:43]1[cH:44][cH:45][cH:46][cH:47][cH:48]1)[c:49]1[cH:50][cH:51][cH:52][cH:53][cH:54]1.[Cl-:32].[F:6][C:7]([C:8](=[O:9])[c:10]1[cH:11][cH:12][c:13]([N:16]2[CH2:17][CH2:18][N:19]([S:22](=[O:23])(=[O:24])[c:25]3[s:26][cH:27][cH:28][cH:29]3)[CH2:20][CH2:21]2)[cH:14][cH:15]1)([F:30])[F:31].[NH4+:33]>>[CH2:1]=[C:8]([C:7]([F:6])([F:30])[F:31])[c:10]1[cH:11][cH:12][c:13]([N:16]2[CH2:17][CH2:18][N:19]([S:22](=[O:23])(=[O:24])[c:25]3[s:26][cH:27][cH:28][cH:29]3)[CH2:20][CH2:21]2)[cH:14][cH:15]1. Starting materials: ice water, BrC1=C(C(=NC(=C1)Br)C(=O)OC)OC (Methyl 4,6-dibromo-3-methoxypyridine-2-carboxylate), O (H2O), [N-]=[N+]=[N-].[Na+] (sodium azide). Solvent: CN(C)C=O (DMF). Conditions: temperature 60 celsius, time 2 day. Product: N(=[N+]=[N-])C1=C(C(=NC(=C1)Br)C(=O)OC)OC (Methyl 4-Azido-6-bromo-3-methoxypyridine-2-carboxylate). Yield: 57.7%. Reaction SMILES: Br[C:2]1[CH:7]=[C:6]([Br:8])[N:5]=[C:4]([C:9]([O:11][CH3:12])=[O:10])[C:3]=1[O:13][CH3:14].[N-:15]=[N+:16]=[N-:17].[Na+].O>CN(C=O)C>[N:15]([C:2]1[CH:7]=[C:6]([Br:8])[N:5]=[C:4]([C:9]([O:11][CH3:12])=[O:10])[C:3]=1[O:13][CH3:14])=[N+:16]=[N-:17] |f:1.2|. Reported procedure: Methyl 4,6-dibromo-3-methoxypyridine-2-carboxylate (0.980 g, 3.02 mmol) was dissolved in a minimum amount of DMF. Slowly sodium azide (0.216 g, 3.32 mmol) was added followed by H2O to form a homogeneous solution. The reaction mixture was heated to 60° C. and stirred for 2 days. Reaction mixture added to a flask filled with ice water and extracted with ethyl acetate (3×50 mL). Extracts were combined and back washed with H2O, dried (MgSO4) and concentrated to give 0.500 g of an orange oil. 1H NMR(... Starting materials: CC1CC(Oc2cccc(N=C(c3ccccc3)c3ccccc3)c2)CCN1C(=O)OC(C)(C)C, CC(=O)[O-], Cl, [Na+], NO. Yields the product CC1CC(Oc2cccc(N)c2)CCN1C(=O)OC(C)(C)C. RXN SMILES: [C:9]([CH3:10])([CH3:11])([CH3:12])[O:13][C:14](=[O:15])[N:16]1[CH:17]([CH3:43])[CH2:18][CH:19]([O:22][c:23]2[cH:24][c:25]([N:29]=[C:30]([c:31]3[cH:32][cH:33][cH:34][cH:35][cH:36]3)[c:37]3[cH:38][cH:39][cH:40][cH:41][cH:42]3)[cH:26][cH:27][cH:28]2)[CH2:20][CH2:21]1.[CH3:2][C:3](=[O:4])[O-:5].[ClH:6].[Na+:1].[OH:7][NH2:8]>>[C:9]([CH3:10])([CH3:11])([CH3:12])[O:13][C:14](=[O:15])[N:16]1[CH:17]([CH3:43])[CH2:18][CH:19]([O:22][c:23]2[cH:24][c:25]([NH2:29])[cH:26][cH:27][cH:28]2)[CH2:20][CH2:21]1. Reactants: COc1ccccc1C(=O)NCC1(c2ccccc2)CC=C(COC(C)=O)CC1, CCOC(C)=O, [H][H]. The product is COc1ccccc1C(=O)NCC1(c2ccccc2)CCC(COC(C)=O)CC1. As a reaction SMILES: [C:1]([CH3:2])(=[O:3])[O:4][CH2:5][C:6]1=[CH:7][CH2:8][C:9]([CH2:12][NH:13][C:14](=[O:15])[c:16]2[c:17]([O:22][CH3:23])[cH:18][cH:19][cH:20][cH:21]2)([c:24]2[cH:25][cH:26][cH:27][cH:28][cH:29]2)[CH2:10][CH2:11]1.[CH3:32][CH2:33][O:34][C:35]([CH3:36])=[O:37].[H:30][H:31]>>[C:1]([CH3:2])(=[O:3])[O:4][CH2:5][CH:6]1[CH2:7][CH2:8][C:9]([CH2:12][NH:13][C:14](=[O:15])[c:16]2[c:17]([O:22][CH3:23])[cH:18][cH:19][cH:20][cH:21]2)([c:24]2[cH:25][cH:26][cH:27][cH:28][cH:29]2)[CH2:10][CH2:11]1. Starting materials: FC1=C(C=C(C=C1)F)O (2,5-difluorophenol), [H-].[Na+] (sodium hydride), O (water), [Si](C)(C)(C(C)(C)C)Cl (tert-butyldimethylsilyl chloride). Solvent: CN(C)C=O (DMF). Reaction conditions: time 30 minute. Product: [Si](C)(C)(C(C)(C)C)OC1=C(C=CC(=C1)F)F (O-tert-Butyldimethylsilyl-2,5-difluorophenol). Isolated yield 94020.3%. Reaction SMILES: [F:1][C:2]1[CH:7]=[CH:6][C:5]([F:8])=[CH:4][C:3]=1[OH:9].[H-].[Na+].[Si:12](Cl)([C:15]([CH3:18])([CH3:17])[CH3:16])([CH3:14])[CH3:13].O>CN(C=O)C>[Si:12]([O:9][C:3]1[CH:4]=[C:5]([F:8])[CH:6]=[CH:7][C:2]=1[F:1])([C:15]([CH3:18])([CH3:17])[CH3:16])([CH3:14])[CH3:13] |f:1.2|. Procedure details: To a stirred solution of 2,5-difluorophenol (15.1 g, 116 mmol) in DMF (100 ml) was added sodium hydride (60% W/W dispersion in mineral oil; 5.13 g, 139 mmol) with ice-cooling. After stirring for 30 min, tert-butyldimethylsilyl chloride (17.5 g, 0.116 mmol) was added and stirring was continued for an additional 1 hr. The mixture was poured into water (200 ml) and extracted with ether (300 ml). The extract was washed with brine (200 ml), dried (sodium sulfate) and solvent removed by evaporation to... The reactants are O=c1[nH]c(Cl)cc2ccccc12, N, [Na], C1CCOC1, c1ccc(P(c2ccccc2)c2ccccc2)cc1. Product: O=c1[nH]c(P(c2ccccc2)c2ccccc2)cc2ccccc12. RXN SMILES: [Cl:22][c:23]1[nH:24][c:25](=[O:33])[c:26]2[cH:27][cH:28][cH:29][cH:30][c:31]2[cH:32]1.[NH3:1].[Na:2].[O:34]1[CH2:35][CH2:36][CH2:37][CH2:38]1.[c:3]1([P:9]([c:10]2[cH:11][cH:12][cH:13][cH:14][cH:15]2)[c:16]2[cH:17][cH:18][cH:19][cH:20][cH:21]2)[cH:4][cH:5][cH:6][cH:7][cH:8]1>>[P:9]([c:10]1[cH:11][cH:12][cH:13][cH:14][cH:15]1)([c:16]1[cH:17][cH:18][cH:19][cH:20][cH:21]1)[c:23]1[nH:24][c:25](=[O:33])[c:26]2[cH:27][cH:28][cH:29][cH:30][c:31]2[cH:32]1. The reactants are FC(F)(F)c1ccc(OCc2nc3cc(Br)ccc3[nH]2)cc1, COC(=O)c1ccccc1B(O)O, COCCOC, [Na+], [Na+], O=C([O-])[O-], O. Yields the product COC(=O)c1ccccc1-c1ccc2[nH]c(COc3ccc(C(F)(F)F)cc3)nc2c1. RXN SMILES: [Br:1][c:2]1[cH:3][c:4]2[c:5]([nH:6][c:7]([CH2:9][O:10][c:11]3[cH:12][cH:13][c:14]([C:17]([F:18])([F:19])[F:20])[cH:15][cH:16]3)[n:8]2)[cH:21][cH:22]1.[CH3:23][O:24][C:25](=[O:26])[c:27]1[c:28]([B:33]([OH:34])[OH:35])[cH:29][cH:30][cH:31][cH:32]1.[CH3:42][O:43][CH2:44][CH2:45][O:46][CH3:47].[Na+:36].[Na+:37].[O-:38][C:39](=[O:40])[O-:41].[OH2:48]>>[c:2]1(-[c:28]2[c:27]([C:25]([O:24][CH3:23])=[O:26])[cH:32][cH:31][cH:30][cH:29]2)[cH:3][c:4]2[c:5]([nH:6][c:7]([CH2:9][O:10][c:11]3[cH:12][cH:13][c:14]([C:17]([F:18])([F:19])[F:20])[cH:15][cH:16]3)[n:8]2)[cH:21][cH:22]1. Starting materials: P(=O)(OC1=CC=C(C=C1)[N+](=O)[O-])(OC1=CC=C(C=C1)[N+](=O)[O-])[O-] (bis(p-nitrophenyl) phosphate), N1N=C(N=C1)C(=O)OC (methyl 1,2,4-triazole-3-carboxylate), C(C)(=O)O[C@H]1[C@H](OC(C2=CC=CC=C2)=O)[C@H](OC(C2=CC=CC=C2)=O)[C@H](O1)COC(C1=CC=CC=C1)=O (1-O-acetyl-2,3,5-tri-O-benzoyl-β-D-ribofuranose), product, sugar. The product is COC(=O)C1=NN(C=N1)[C@H]1[C@H](OC(C2=CC=CC=C2)=O)[C@H](OC(C2=CC=CC=C2)=O)[C@H](O1)COC(C1=CC=CC=C1)=O (1-(2,3,5-tri-O-benzoyl-β-D-ribofuranosyl)-1,2,4-triazole-3-carboxylic acid methyl ester). RXN SMILES: [NH:1]1[CH:5]=[N:4][C:3]([C:6]([O:8][CH3:9])=[O:7])=[N:2]1.C(O[C@@H:14]1[O:36][C@H:35]([CH2:37][O:38][C:39](=[O:46])[C:40]2[CH:45]=[CH:44][CH:43]=[CH:42][CH:41]=2)[C@@H:25]([O:26][C:27](=[O:34])[C:28]2[CH:33]=[CH:32][CH:31]=[CH:30][CH:29]=2)[C@H:15]1[O:16][C:17](=[O:24])[C:18]1[CH:23]=[CH:22][CH:21]=[CH:20][CH:19]=1)(=O)C.P([O-])(OC1C=CC([N+]([O-])=O)=CC=1)(OC1C=CC([N+]([O-])=O)=CC=1)=O>>[CH3:9][O:8][C:6]([C:3]1[N:4]=[CH:5][N:1]([C@@H:14]2[O:36][C@H:35]([CH2:37][O:38][C:39](=[O:46])[C:40]3[CH:45]=[CH:44][CH:43]=[CH:42][CH:41]=3)[C@@H:25]([O:26][C:27](=[O:34])[C:28]3[CH:33]=[CH:32][CH:31]=[CH:30][CH:29]=3)[C@H:15]2[O:16][C:17](=[O:24])[C:18]2[CH:19]=[CH:20][CH:21]=[CH:22][CH:23]=2)[N:2]=1)=[O:7]. Procedure: A mixture of methyl 1,2,4-triazole-3-carboxylate (12.7 g., 100 mmole) and 1-O-acetyl-2,3,5-tri-O-benzoyl-β-D-ribofuranose (55.4 g., 110 mmole) was heated in an oil bath maintained at 160-165°. After the sugar had melted, bis(p-nitrophenyl) phosphate (400 mg.) was added with stirring and the mixture was heated under diminished pressure at 160-165° for 15-20 min. Crystallization of the residue from ethyl acetate-ethanol provided 42.5 g. (74.5%) of product with M.P. 137-139°. Starting materials: CN(C)CCCNC(=O)NCCCN(C)C (1,3-bis(dimethylaminopropyl)urea), Cl (hydrochloric acid). The product is Cl.Cl.CN(C)CCCNC(=O)NCCCN(C)C (1,3-bis(dimethylaminopropyl)urea dihydrochloride). RXN SMILES: [CH3:1][N:2]([CH2:4][CH2:5][CH2:6][NH:7][C:8]([NH:10][CH2:11][CH2:12][CH2:13][N:14]([CH3:16])[CH3:15])=[O:9])[CH3:3].[ClH:17]>>[ClH:17].[ClH:17].[CH3:16][N:14]([CH2:13][CH2:12][CH2:11][NH:10][C:8]([NH:7][CH2:6][CH2:5][CH2:4][N:2]([CH3:1])[CH3:3])=[O:9])[CH3:15] |f:2.3.4|. Procedure details: A five-liter, four-necked reaction flask fitted with a reflux condenser, mechanical stirrer, thermometer and a dropping funnel was charged with 996.6 g (4.0 moles) of 1,3-bis(dimethylaminopropyl)urea of 92.5 percent purity. This compound was prepared by the method described in U.S. Pat. No. 4,157,388. The contents of the flask were chilled by immersion into an ice-water bath, and 788.4 g (8.0 moles) of 37 percent hydrochloric acid was added at such a rate as to keep the temperature below 48° C. ...